Dataset: the Open Reaction Database (ORD), a public repository of structured organic reaction records. Task: describe an organic reaction: reactants, conditions, products, and yield Starting materials: [BH4-], COCCOC, [Cl-], [Cl-], [Cl-], [Cl-], CCC(C)(O)CC(=NO)C1(c2ccc(Cl)cc2)CCC1, N, [Na+], O, [Ti+4]. The product is CCC(C)(O)CC(N)C1(c2ccc(Cl)cc2)CCC1. As a reaction SMILES: [BH4-:21].[CH3:25][O:26][CH2:27][CH2:28][O:29][CH3:30].[Cl-:31].[Cl-:33].[Cl-:34].[Cl-:35].[Cl:1][c:2]1[cH:3][cH:4][c:5]([C:8]2([C:12]([CH2:13][C:14]([CH2:15][CH3:16])([CH3:17])[OH:18])=[N:19][OH:20])[CH2:9][CH2:10][CH2:11]2)[cH:6][cH:7]1.[NH3:24].[Na+:22].[OH2:23].[Ti+4:32]>>[Cl:1][c:2]1[cH:3][cH:4][c:5]([C:8]2([CH:12]([CH2:13][C:14]([CH2:15][CH3:16])([CH3:17])[OH:18])[NH2:19])[CH2:9][CH2:10][CH2:11]2)[cH:6][cH:7]1. Reactants: C([O-])(O)=O.[Na+] (sodium bicarbonate), C(C)(=O)O[BH-](OC(C)=O)OC(C)=O.[Na+] (sodium triacetoxyborohydride), C(C)(=O)O[BH-](OC(C)=O)OC(C)=O.[Na+] (Sodium triacetoxyborohydride), NC1=C2C(=NC=N1)N(N=C2C2=CC=C(C=C2)OC2=CC=CC=C2)C2=CC=C(C=O)C=C2 (4-[4-amino-3-(4-phenoxyphenyl)-1H-pyrazolo[3,4-d]pyrimidin-1-yl]benzaldehyde), CN1CCNCC1 (4-methylpiperazine), C(C)(=O)O (acetic acid). Run in O (Water), ClC(C)Cl (dichloroethane). Yields the product CN1CCN(CC1)CC1=CC=C(C=C1)N1N=C(C=2C1=NC=NC2N)C2=CC=C(C=C2)OC2=CC=CC=C2 (1-{4-[(4-methylpiperazino)methyl]phenyl}-3-(4-phenoxyphenyl)-1H-pyrazolo[3,4-d]pyrimidin-4-amine). The yield is 20.8%. As a reaction SMILES: C(O[BH-](OC(=O)C)OC(=O)C)(=O)C.[Na+].[NH2:15][C:16]1[N:21]=[CH:20][N:19]=[C:18]2[N:22]([C:38]3[CH:45]=[CH:44][C:41]([CH:42]=O)=[CH:40][CH:39]=3)[N:23]=[C:24]([C:25]3[CH:30]=[CH:29][C:28]([O:31][C:32]4[CH:37]=[CH:36][CH:35]=[CH:34][CH:33]=4)=[CH:27][CH:26]=3)[C:17]=12.[CH3:46][N:47]1[CH2:52][CH2:51][NH:50][CH2:49][CH2:48]1.C(O)(=O)C.C(=O)(O)[O-].[Na+]>ClC(Cl)C.O>[CH3:46][N:47]1[CH2:52][CH2:51][N:50]([CH2:42][C:41]2[CH:44]=[CH:45][C:38]([N:22]3[C:18]4=[N:19][CH:20]=[N:21][C:16]([NH2:15])=[C:17]4[C:24]([C:25]4[CH:30]=[CH:29][C:28]([O:31][C:32]5[CH:37]=[CH:36][CH:35]=[CH:34][CH:33]=5)=[CH:27][CH:26]=4)=[N:23]3)=[CH:39][CH:40]=2)[CH2:49][CH2:48]1 |f:0.1,5.6|. Reported procedure: Sodium triacetoxyborohydride (67 mg, 0.319 mmol) was added to a mixture of 4-[4-amino-3-(4-phenoxyphenyl)-1H-pyrazolo[3,4-d]pyrimidin-1-yl]benzaldehyde (100 mg, 0.245 mmol), 4-methylpiperazine (37 mg, 0.369 mmol), glacial acetic acid (35 mg, 0.589 mmol) in dichloroethane (4 mL). After stirring at room temperature over night, more sodium triacetoxyborohydride (67 mg, 0.319 mmol) was added and the reaction mixture was stirred over night. Water (2 mL) was added and followed by sodium bicarbonate (2... As a reaction SMILES: [C:1]([O:5][C:6]([CH2:8][C@@H:9]([CH2:13][C:14]1[CH:19]=[CH:18][CH:17]=[CH:16][CH:15]=1)[C:10](O)=[O:11])=[O:7])([CH3:4])([CH3:3])[CH3:2].C([O-])(O)=O.[Na+]>O1CCCC1>[OH:11][CH2:10][C@H:9]([CH2:13][C:14]1[CH:15]=[CH:16][CH:17]=[CH:18][CH:19]=1)[CH2:8][C:6]([O:5][C:1]([CH3:4])([CH3:3])[CH3:2])=[O:7] |f:1.2|. Yield: 56.3%. Run in O1CCCC1 (tetrahydrofuran), C1CCOC1 (THF). The product is OC[C@@H](CC(=O)OC(C)(C)C)CC1=CC=CC=C1 (tert-Butyl (3R)-4-Hydroxy-3-phenylmethylbutanoate). Procedure: To the resultant acid from Example 99 (1.03 g, 3.90 mmol) in tetrahydrofuran (4 ml, THF) at 0° C. was added BH3 in THF (5.8 ml, 5.8 mmol, 1.0 molar) over 2 min. After 2 h at 0° C. the mixture was brought to room temperature and stirred for 2 h. The reaction was poured into saturated NaHCO3 solution and extracted into ethyl acetate which was dried over Na2SO4 and evaporated. Chromatography of the residue on silica gel with ethyl acetate/hexane mixtures afforded 0.55 g (56%) of the desired product... Reaction conditions: time 2 hour. Starting materials: C(C)(C)(C)OC(=O)C[C@H](C(=O)O)CC1=CC=CC=C1 ((2R)-3-tert-Butyloxycarbonyl-2-phenylmethylpropionic Acid), C(=O)(O)[O-].[Na+] (NaHCO3).